From a dataset of the Open Reaction Database (ORD), a public repository of structured organic reaction records. describe an organic reaction: reactants, conditions, products, and yield Starting materials: O=Cc1cnn2c(SCc3ccccc3)cc(Nc3cccc(Cl)c3)nc12, C1CCNCC1, CCO, O=C1CNC(=O)N1, O. Product: O=C1NC(=O)C(=Cc2cnn3c(SCc4ccccc4)cc(Nc4cccc(Cl)c4)nc23)N1. Reaction SMILES: [CH2:1]([c:2]1[cH:3][cH:4][cH:5][cH:6][cH:7]1)[S:8][c:9]1[cH:10][c:11]([NH:20][c:21]2[cH:22][c:23]([Cl:27])[cH:24][cH:25][cH:26]2)[n:12][c:13]2[n:14]1[n:15][cH:16][c:17]2[CH:18]=[O:19].[CH2:38]1[CH2:39][CH2:40][NH:41][CH2:42][CH2:43]1.[CH3:28][CH2:29][OH:30].[O:31]=[C:32]1[CH2:33][NH:34][C:35](=[O:36])[NH:37]1.[OH2:44]>>[CH2:1]([c:2]1[cH:3][cH:4][cH:5][cH:6][cH:7]1)[S:8][c:9]1[cH:10][c:11]([NH:20][c:21]2[cH:22][c:23]([Cl:27])[cH:24][cH:25][cH:26]2)[n:12][c:13]2[n:14]1[n:15][cH:16][c:17]2[CH:18]=[C:33]1[C:32](=[O:31])[NH:37][C:35](=[O:36])[NH:34]1. Reactants: ClC1=C(N=C2N1C=CC(=N2)C)C[C@H]2N(CCCC2)C(=O)OC(C)(C)C (1,1-dimethylethyl (2S)-2-[(3-chloro-7-methylimidazo[1,2-a]pyrimidin-2-yl)methyl]-1-piperidinecarboxylate). Run in C(Cl)Cl (DCM), C(=O)(C(F)(F)F)O (TFA). Run at time 1 hour. Yields the product ClC1=C(N=C2N1C=CC(=N2)C)C[C@H]2NCCCC2 (3-chloro-7-methyl-2-[(2S)-2-piperidinylmethyl]imidazo[1,2-a]pyrimidine). Isolated yield 100.0%. RXN SMILES: [Cl:1][C:2]1[N:6]2[CH:7]=[CH:8][C:9]([CH3:11])=[N:10][C:5]2=[N:4][C:3]=1[CH2:12][C@@H:13]1[CH2:18][CH2:17][CH2:16][CH2:15][N:14]1C(OC(C)(C)C)=O>C(Cl)Cl.C(O)(C(F)(F)F)=O>[Cl:1][C:2]1[N:6]2[CH:7]=[CH:8][C:9]([CH3:11])=[N:10][C:5]2=[N:4][C:3]=1[CH2:12][C@@H:13]1[CH2:18][CH2:17][CH2:16][CH2:15][NH:14]1. Procedure details: To a solution of 1,1-dimethylethyl (2S)-2-[(3-chloro-7-methylimidazo[1,2-a]pyrimidin-2-yl)methyl]-1-piperidinecarboxylate (D4) (0.085 g, 0.23 mmol) in DCM (2 ml), TFA (0.5 ml) was added dropwise at 0° C. and the solution was stirred for 1 h. The solvent was removed and the residue charged into a SCX column and eluted with methanol and ammonia 2 M in methanol. Collected fractions gave the title compound (0.060 g, 0.23 mmol, 97% yield) as a colorless oil. UPLC: rt=0.39, peak observed: 265 (M+1, 10... Reactants: C1=CC(=CN=C1)C=O (Nicotinealdehyde), CN(CCN)C (N,N-dimethylethylenediamine). The solvent is C1(=CC=CC=C1)C (toluene). Reaction conditions: time 2 hour. Product: C(C1=CN=CC=C1)=NCCN(C)C (N-nicotinylidene-N',N'-dimethylethylenediamine). The yield is 101.8%. RXN SMILES: [CH:1]1[CH:6]=[N:5][CH:4]=[C:3]([CH:7]=O)[CH:2]=1.[CH3:9][N:10]([CH3:14])[CH2:11][CH2:12][NH2:13]>C1(C)C=CC=CC=1>[CH:7](=[N:13][CH2:12][CH2:11][N:10]([CH3:14])[CH3:9])[C:3]1[CH:2]=[CH:1][CH:6]=[N:5][CH:4]=1. Procedure: Nicotinealdehyde (2.16 ml, 22.9 mmol) and N,N-dimethylethylenediamine (2.51 ml, 22.9 mmol) were added to toluene (100 ml) and the mixture was subjected to azeotropic dehydration for 2 hours. After cooling, solvent was distilled off to obtain N-nicotinylidene-N',N'-dimethylethylenediamine (4.13 g, yield 102%). Reactants: CC(Br)c1ccnc2ncnn12, COCCOC, Oc1ccc(F)cc1F, [H-], [Na+]. The product is CC(Oc1ccc(F)cc1F)c1ccnc2ncnn12. Reaction SMILES: [Br:12][CH:13]([CH3:14])[c:15]1[cH:16][cH:17][n:18][c:19]2[n:20]1[n:21][cH:22][n:23]2.[CH3:24][O:25][CH2:26][CH2:27][O:28][CH3:29].[F:1][c:2]1[c:3]([OH:9])[cH:4][cH:5][c:6]([F:8])[cH:7]1.[H-:10].[Na+:11]>>[F:1][c:2]1[c:3]([O:9][CH:13]([CH3:14])[c:15]2[cH:16][cH:17][n:18][c:19]3[n:20]2[n:21][cH:22][n:23]3)[cH:4][cH:5][c:6]([F:8])[cH:7]1. Reactants: C1(=CC=CC=C1)OC(NC=1C(=NC(=C(C1)CC)C)OC)=O (Phenyl-N-(5-ethyl-2-methoxy-6-methylpyridin-3-yl)carbamate), COC1=C(C(=CC=C1)C)N1CCNCC1 (1-(2-methoxy-6-methylphenyl)piperazine). Product: C(C)C=1C=C(C(=NC1C)OC)NC(=O)N1CCN(CC1)C1=C(C=CC=C1C)OC (1-[(5-ethyl-2-methoxy-6-methylpyridin-3-yl)aminocarbonyl]-4-(2-methoxy-6-methylphenyl)piperazine). RXN SMILES: C1(O[C:8](=[O:21])[NH:9][C:10]2[C:11]([O:19][CH3:20])=[N:12][C:13]([CH3:18])=[C:14]([CH2:16][CH3:17])[CH:15]=2)C=CC=CC=1.[CH3:22][O:23][C:24]1[CH:29]=[CH:28][CH:27]=[C:26]([CH3:30])[C:25]=1[N:31]1[CH2:36][CH2:35][NH:34][CH2:33][CH2:32]1>>[CH2:16]([C:14]1[CH:15]=[C:10]([NH:9][C:8]([N:34]2[CH2:33][CH2:32][N:31]([C:25]3[C:26]([CH3:30])=[CH:27][CH:28]=[CH:29][C:24]=3[O:23][CH3:22])[CH2:36][CH2:35]2)=[O:21])[C:11]([O:19][CH3:20])=[N:12][C:13]=1[CH3:18])[CH3:17]. Procedure: Phenyl-N-(5-ethyl-2-methoxy-6-methylpyridin-3-yl)carbamate and 1-(2-methoxy-6-methylphenyl)piperazine were reacted by the same way with the example 1 to obtain the titled compound. Isolated yield 67.0%.